From a dataset of the Open Reaction Database (ORD), a public repository of structured organic reaction records. describe an organic reaction: reactants, conditions, products, and yield Starting materials: O=C1NC2=C(C=CC=C2C1)S(=O)C1=CC=C(C=C1)Cl (2-oxo-7-(4-chlorophenylsulfinyl)indoline), O1CCOCC1 (dioxane), [OH-].[Na+] (sodium hydroxide). Run in O (water). Conditions: time 15 hour. Product: NC1=C(C=CC=C1S(=O)C1=CC=C(C=C1)Cl)CC(=O)[O-].[Na+] (sodium 2-[2-amino-3-(4-chlorophenylsulfinyl)phenyl]acetate). As a reaction SMILES: [O:1]=[C:2]1[CH2:10][C:9]2[C:4](=[C:5]([S:11]([C:13]3[CH:18]=[CH:17][C:16]([Cl:19])=[CH:15][CH:14]=3)=[O:12])[CH:6]=[CH:7][CH:8]=2)[NH:3]1.[O:20]1CCOCC1.[OH-].[Na+:27]>O>[NH2:3][C:4]1[C:5]([S:11]([C:13]2[CH:18]=[CH:17][C:16]([Cl:19])=[CH:15][CH:14]=2)=[O:12])=[CH:6][CH:7]=[CH:8][C:9]=1[CH2:10][C:2]([O-:20])=[O:1].[Na+:27] |f:2.3,5.6|. Procedure details: A mixture of 2-oxo-7-(4-chlorophenylsulfinyl)indoline (4.7 g) and dioxane (30 ml) was added to a solution of sodium hydroxide (2.5 g) in water (30 ml), and the mixture was refluxed with stirring for 15 hrs. Dioxane was distilled off from the reaction mixture in vacuo, and the residue was dissolved in water and washed with diethyl ether. The aqueous solution was adjusted to pH 7 with 5% sulfuric acid and extracted with ethyl acetate (200 ml×2). The extract was washed with saline, dried over magne... The reactants are ClCCCl (1,2-Dichloroethane), N(=[N+]=[N-])C1=C(C(=O)OC)C=C(N=C1C1=CC(=CC=C1)C=O)Br (methyl 3-azido-6-bromo-2-(3-formylphenyl)isonicotinate). Reagents/catalysts: CCCCCCCC(=O)O.CCCCCCCC(=O)O.CCCCCCCC(=O)O.CCCCCCCC(=O)O.[Rh].[Rh] (rhodium octanoate dimer). Run in C1CCOC1 (THF). Reaction conditions: temperature 80 celsius. Yields the product BrC=1C=C(C=2NC=3C=CC(=CC3C2N1)C=O)C(=O)OC (methyl 2-bromo-8-formyl-5H-pyrido[3,2-b]indole-4-carboxylate). The yield is 58.0%. RXN SMILES: ClCCCl.[N:5]([C:8]1[C:17]([C:18]2[CH:23]=[CH:22][CH:21]=[C:20]([CH:24]=[O:25])[CH:19]=2)=[N:16][C:15]([Br:26])=[CH:14][C:9]=1[C:10]([O:12][CH3:13])=[O:11])=[N+]=[N-]>CCCCCCCC(O)=O.CCCCCCCC(O)=O.CCCCCCCC(O)=O.CCCCCCCC(O)=O.[Rh].[Rh].C1COCC1>[Br:26][C:15]1[CH:14]=[C:9]([C:10]([O:12][CH3:13])=[O:11])[C:8]2[NH:5][C:23]3[CH:22]=[CH:21][C:20]([CH:24]=[O:25])=[CH:19][C:18]=3[C:17]=2[N:16]=1 |f:2.3.4.5.6.7|. Procedure details: 1,2-Dichloroethane (1.7 mL) was added to a mixture of methyl 3-azido-6-bromo-2-(3-formylphenyl)isonicotinate (903 mg, 2.50 mmol), rhodium octanoate dimer (156 mg, 0.20 mmol) and crushed 4A° molecular sieves (0.9 gm) in an flask. This was heated at 80° C. for 18 hr. The reaction was diluted THF and filtered. The collected solid was washed with multiple portions of boiling THF to complete extraction of the product. The solvent was removed from the combined filtrates, the residue was suspended in M...